This data is from the Open Reaction Database (ORD), a public repository of structured organic reaction records. The task is: describe an organic reaction: reactants, conditions, products, and yield Reactants: CCO, [Na+], [OH-], CCOC(=O)c1ccccc1-c1nn[nH]n1. The product is O=C(O)c1ccccc1-c1nn[nH]n1. RXN SMILES: [CH3:19][CH2:20][OH:21].[Na+:18].[OH-:17].[n:1]1[nH:2][n:3][n:4][c:5]1-[c:6]1[c:7]([C:8](=[O:9])[O:10][CH2:11][CH3:12])[cH:13][cH:14][cH:15][cH:16]1>>[n:1]1[n:2][nH:3][n:4][c:5]1-[c:6]1[c:7]([C:8](=[O:9])[OH:10])[cH:13][cH:14][cH:15][cH:16]1.